Dataset: the Open Reaction Database (ORD), a public repository of structured organic reaction records. Task: describe an organic reaction: reactants, conditions, products, and yield Starting materials: [N+](=O)([O-])C=1C=C(C=CC1)C1=NNC=C1C1=CC=NC=C1 (4-[3-(3-nitro-phenyl)-1H-pyrazol-4-yl]-pyridine). The reagents and catalysts are [Pd] (Pd/C). Solvent: CO (methanol). Run at time 4 hour. Product: N1=CC=C(C=C1)C=1C(=NNC1)C=1C=C(C=CC1)N (3-(4-pyridin-4-yl-1H-pyrazol-3-yl)-phenylamine). The yield is 97.6%. Reaction SMILES: [N+:1]([C:4]1[CH:5]=[C:6]([C:10]2[C:14]([C:15]3[CH:20]=[CH:19][N:18]=[CH:17][CH:16]=3)=[CH:13][NH:12][N:11]=2)[CH:7]=[CH:8][CH:9]=1)([O-])=O>CO.[Pd]>[N:18]1[CH:17]=[CH:16][C:15]([C:14]2[C:10]([C:6]3[CH:5]=[C:4]([NH2:1])[CH:9]=[CH:8][CH:7]=3)=[N:11][NH:12][CH:13]=2)=[CH:20][CH:19]=1. Procedure: 1.27 g (4.77 mmol) of 4-[3-(3-nitro-phenyl)-1H-pyrazol-4-yl]-pyridine was suspended in methanol (200 mL). Pd/C 10% (250 mg) was added and the mixture was agitated under hydrogen pressure (50 psi) in a Parr apparatus at room temperature for 4 hours. The catalyst was then filtered on a Celite pad and washed with methanol. The filtrate was concentrated to dryness to obtain 1.1 g (98% yield) of 3-(4-pyridin-4-yl-1H-pyrazol-3-yl)-phenylamine as an off-white solid. The reactants are CC1=CC=C(SC2=C(N3C(CC3S2)=O)C(=O)OCC2=CC=C(C=C2)[N+](=O)[O-])C=C1 (4-nitrobenzyl 3-(4-methylthiophenoxy)-7-oxo-4-thia-1-azabicyclo[3,2,0]hept-2-ene-2-carboxylate), C([O-])(O)=O.[Na+] (sodium bicarbonate). Reagents/catalysts: [Pd] (palladium/charcoal). Run in O1CCOCC1 (dioxan), O (water). Product: CC1=CC=C(SC2=C(N3C(CC3S2)=O)C(=O)[O-])C=C1.[Na+] (Sodium 3-(4-methylthiophenoxy)-7-oxo-4-thia-1-azabicyclo[3,2,0]hept-2-ene-2-carboxylate). RXN SMILES: [CH3:1][C:2]1[CH:29]=[CH:28][C:5]([S:6][C:7]2[S:13][CH:12]3[N:9]([C:10](=[O:14])[CH2:11]3)[C:8]=2[C:15]([O:17]CC2C=CC([N+]([O-])=O)=CC=2)=[O:16])=[CH:4][CH:3]=1.C(=O)(O)[O-].[Na+:34]>O1CCOCC1.O.[Pd]>[CH3:1][C:2]1[CH:3]=[CH:4][C:5]([S:6][C:7]2[S:13][CH:12]3[N:9]([C:10](=[O:14])[CH2:11]3)[C:8]=2[C:15]([O-:17])=[O:16])=[CH:28][CH:29]=1.[Na+:34] |f:1.2,6.7|. Procedure: A mixture of a solution of 70 mg of 4-nitrobenzyl 3-(4-methylthiophenoxy)-7-oxo-4-thia-1-azabicyclo[3,2,0]hept-2-ene-2-carboxylate in dioxan and 13 mg of sodium bicarbonate in water, and 10% palladium/charcoal was hydrogenated at 50 psi at 35° for 60 minutes.